This data is from the Open Reaction Database (ORD), a public repository of structured organic reaction records. The task is: describe an organic reaction: reactants, conditions, products, and yield Run at time 8 minute. Product: C(C1=CC=CC=C1)N1C(=CC2=C1C=C(C=1N2C(=NN1)C)NC1CCN(CC1)CC)C (6-Benzyl-N-(1-ethylpiperidin-4-yl)-1,7-dimethyl-6H-pyrrolo[2,3-e][1,2,4]triazolo[4,3-a]pyridin-4-amine). Reaction SMILES: [CH2:1]([N:8]1[C:12]2[CH:13]=[C:14]([NH:21][CH:22]3[CH2:27][CH2:26][NH:25][CH2:24][CH2:23]3)[C:15]3[N:16]([C:17]([CH3:20])=[N:18][N:19]=3)[C:11]=2[CH:10]=[C:9]1[CH3:28])[C:2]1[CH:7]=[CH:6][CH:5]=[CH:4][CH:3]=1.[CH:29](=O)[CH3:30].[BH-](OC(C)=O)(OC(C)=O)OC(C)=O.[Na+]>C(Cl)Cl>[CH2:1]([N:8]1[C:12]2[CH:13]=[C:14]([NH:21][CH:22]3[CH2:27][CH2:26][N:25]([CH2:29][CH3:30])[CH2:24][CH2:23]3)[C:15]3[N:16]([C:17]([CH3:20])=[N:18][N:19]=3)[C:11]=2[CH:10]=[C:9]1[CH3:28])[C:2]1[CH:3]=[CH:4][CH:5]=[CH:6][CH:7]=1 |f:2.3|. Procedure: A mixture of 6-benzyl-1,7-dimethyl-N-piperidin-4-yl-6H-pyrrolo[2,3-e][1,2,4]triazolo[4,3-a]pyridin-4-amine (7.0 mg, 0.019 mmol, from Example 206) and acetaldehyde (5.2 μL, 0.093 mmol, Aldrich) in DCM (2.4 mL) was treated with Na(OAc)3BH (5.2 mg, 0.024 mmol, Aldrich). After 8 minutes, the solvent was removed in vacuo, and the product was purified via preparative HPLC-MS (Waters XBridge C18, eluting with a gradient of MeCN/H2O containing 0.15% NH4OH). Yield: (2.0 mg, 26%). The solvent is C(Cl)Cl (DCM). Starting materials: C(C1=CC=CC=C1)N1C(=CC2=C1C=C(C=1N2C(=NN1)C)NC1CCNCC1)C (6-Benzyl-1,7-dimethyl-N-piperidin-4-yl-6H-pyrrolo[2,3-e][1,2,4]triazolo[4,3-a]pyridin-4-amine), C(C)=O (acetaldehyde), [BH-](OC(=O)C)(OC(=O)C)OC(=O)C.[Na+] (Na(OAc)3BH).